Dataset: the Open Reaction Database (ORD), a public repository of structured organic reaction records. Task: describe an organic reaction: reactants, conditions, products, and yield The reactants are NC1=NC(=C(C(=N1)C=1OC=CC1)C#N)S(=O)C (2-amino-4-furan-2-yl-6-methanesulfinyl-pyrimidine-5-carbonitrile), Cl.C(C)(C)NC(C1=CC=C(C=C1)CN)=O (p-aminomethyl-benzoic acid isopropylamide hydrochloride), C1CCC2=NCCCN2CC1 (DBU). Run in COCCOC (DME). Yields the product NC1=NC(=C(C(=N1)NCC1=CC=C(C(=O)NC(C)C)C=C1)C#N)C=1OC=CC1 (4-[(2-Amino-5-cyano-6-furan-2-yl-pyrimidin-4-ylamino)-methyl]-N-isopropyl-benzamide). RXN SMILES: [NH2:1][C:2]1[N:7]=[C:6]([C:8]2[O:9][CH:10]=[CH:11][CH:12]=2)[C:5]([C:13]#[N:14])=[C:4](S(C)=O)[N:3]=1.Cl.[CH:19]([NH:22][C:23](=[O:32])[C:24]1[CH:29]=[CH:28][C:27]([CH2:30][NH2:31])=[CH:26][CH:25]=1)([CH3:21])[CH3:20].C1CCN2C(=NCCC2)CC1>COCCOC>[NH2:1][C:2]1[N:3]=[C:4]([NH:31][CH2:30][C:27]2[CH:26]=[CH:25][C:24]([C:23]([NH:22][CH:19]([CH3:21])[CH3:20])=[O:32])=[CH:29][CH:28]=2)[C:5]([C:13]#[N:14])=[C:6]([C:8]2[O:9][CH:10]=[CH:11][CH:12]=2)[N:7]=1 |f:1.2|. Procedure: From 2-amino-4-furan-2-yl-6-methanesulfinyl-pyrimidine-5-carbonitrile, p-aminomethyl-benzoic acid isopropylamide hydrochloride and DBU in DME. ES-MS m/e (%): 377 (M+H+, 100). The reactants are C(C)(C)(C)C1=CC=C(COC2=C(C=CC=C2)CCN(C2C=3C=CC(=NC3CCC2)C(=O)OCC)CCC2=CC=C(C=C2)C(=O)OC)C=C1 (rac-Ethyl 5-[(2-{2-[(4-tert-butylbenzyl)oxy]phenyl}ethyl){2-[4-(methoxycarbonyl)phenyl]ethyl}-amino]-5,6,7,8-tetrahydroquinoline-2-carboxylate), O.[OH-].[Li+] (lithium hydroxide monohydrate). The solvent is O (water), C1CCOC1 (THF). Run at temperature 50 celsius, time 8 hour. The product is C(C)(C)(C)C1=CC=C(COC2=C(C=CC=C2)CCN(C2C=3C=CC(=NC3CCC2)C(=O)O)CCC2=CC=C(C=C2)C(=O)O)C=C1 (rac-5-{(2-{2-[(4-tert-Butylbenzyl)oxy]phenyl}ethyl)[2-(4-carboxyphenyl)ethyl]amino}-5,6,7,8-tetrahydroquinoline-2-carboxylic acid). Reaction SMILES: [C:1]([C:5]1[CH:48]=[CH:47][C:8]([CH2:9][O:10][C:11]2[CH:16]=[CH:15][CH:14]=[CH:13][C:12]=2[CH2:17][CH2:18][N:19]([CH2:35][CH2:36][C:37]2[CH:42]=[CH:41][C:40]([C:43]([O:45]C)=[O:44])=[CH:39][CH:38]=2)[CH:20]2[CH2:29][CH2:28][CH2:27][C:26]3[N:25]=[C:24]([C:30]([O:32]CC)=[O:31])[CH:23]=[CH:22][C:21]2=3)=[CH:7][CH:6]=1)([CH3:4])([CH3:3])[CH3:2].O.[OH-].[Li+]>C1COCC1.O>[C:1]([C:5]1[CH:48]=[CH:47][C:8]([CH2:9][O:10][C:11]2[CH:16]=[CH:15][CH:14]=[CH:13][C:12]=2[CH2:17][CH2:18][N:19]([CH2:35][CH2:36][C:37]2[CH:38]=[CH:39][C:40]([C:43]([OH:45])=[O:44])=[CH:41][CH:42]=2)[CH:20]2[CH2:29][CH2:28][CH2:27][C:26]3[N:25]=[C:24]([C:30]([OH:32])=[O:31])[CH:23]=[CH:22][C:21]2=3)=[CH:7][CH:6]=1)([CH3:4])([CH3:2])[CH3:3] |f:1.2.3|. Reported procedure: 35 mg (0.05 mmol) of ethyl 5-[(2-{2-[(4-tert-butylbenzyl)oxy]phenyl}ethyl){2-[4-(methoxycarbo-nyl)phenyl]ethyl}amino]-5,6,7,8-tetrahydroquinoline-2-carboxylate (Example 43A) were taken up in 1 ml of THF and 1 ml of water, and 7 mg (0.16 mmol) of lithium hydroxide monohydrate were added. The reaction was stirred at 50° C. overnight. After the reaction had gone to completion, the THF was removed on a rotary evaporator and the mixture that remained was diluted with water. The mixture was then acidi... The reactants are COc1ccc(C2COCCOC2)c2sc(N)nc12, O=C(O)CC1CCOCC1. Product: COc1ccc(C2COCCOC2)c2sc(NC(=O)CC3CCOCC3)nc12. As a reaction SMILES: [O:1]1[CH2:2][CH2:3][O:4][CH2:5][CH:6]([c:8]2[cH:9][cH:10][c:11]([O:18][CH3:19])[c:12]3[n:13][c:14]([NH2:17])[s:15][c:16]23)[CH2:7]1.[O:20]1[CH2:21][CH2:22][CH:23]([CH2:26][C:27](=[O:28])[OH:29])[CH2:24][CH2:25]1>>[O:1]1[CH2:2][CH2:3][O:4][CH2:5][CH:6]([c:8]2[cH:9][cH:10][c:11]([O:18][CH3:19])[c:12]3[n:13][c:14]([NH:17][C:27]([CH2:26][CH:23]4[CH2:22][CH2:21][O:20][CH2:25][CH2:24]4)=[O:28])[s:15][c:16]23)[CH2:7]1. Reactants: O (water), C(C1=CC=CC=C1)OC=1C(=NC(=NC1CCCCC)N1C(=CC=C1C)C)C (5-(benzyloxy)-2-(2,5-dimethyl-1H-pyrrol-1-yl)-4-methyl-6-pentylpyrimidine), Cl.NO (hydroxylamine hydrochloride), Cl.NO (hydroxylamine hydrochloride), [OH-].[Na+] (NaOH). Solvent: C(C)O.O (ethanol water). Yields the product C(C1=CC=CC=C1)OC=1C(=NC(=NC1CCCCC)N)C (5-(benzyloxy)-4-methyl-6-pentylpyrimidin-2-amine). As a reaction SMILES: [CH2:1]([O:8][C:9]1[C:10]([CH3:27])=[N:11][C:12]([N:20]2C(C)=CC=C2C)=[N:13][C:14]=1[CH2:15][CH2:16][CH2:17][CH2:18][CH3:19])[C:2]1[CH:7]=[CH:6][CH:5]=[CH:4][CH:3]=1.Cl.NO.O.[OH-].[Na+]>C(O)C.O>[CH2:1]([O:8][C:9]1[C:10]([CH3:27])=[N:11][C:12]([NH2:20])=[N:13][C:14]=1[CH2:15][CH2:16][CH2:17][CH2:18][CH3:19])[C:2]1[CH:7]=[CH:6][CH:5]=[CH:4][CH:3]=1 |f:1.2,4.5,6.7|. Reported procedure: To stirred solution containing 533 mg (1.46 mmol) of 5-(benzyloxy)-2-(2,5-dimethyl-1H-pyrrol-1-yl)-4-methyl-6-pentylpyrimidine in 10 mL of ethanol-water 9:1 were added 1.0 g (14.60 mmol) of hydroxylamine hydrochloride. The reaction mixture was then stirred at reflux during 5 h. A second portion of 1.0 g (14.60 mmol) of hydroxylamine hydrochloride was added and the reaction mixture was stirred at reflux for 16 h. The reaction mixture was then poured into 70 mL of water and then basified to a pH 9...